Task: describe an organic reaction: reactants, conditions, products, and yield. Dataset: the Open Reaction Database (ORD), a public repository of structured organic reaction records Reactants: O=C([O-])[O-], Cc1cn[nH]c1, CS(C)=O, O=Cc1ccccc1F, [K+], [K+]. Yields the product Cc1cnn(-c2ccccc2C=O)c1. As a reaction SMILES: [C:16](=[O:17])([O-:18])[O-:19].[CH3:10][c:11]1[cH:12][n:13][nH:14][cH:15]1.[CH3:22][S:23]([CH3:24])=[O:25].[F:1][c:2]1[c:3]([CH:4]=[O:5])[cH:6][cH:7][cH:8][cH:9]1.[K+:20].[K+:21]>>[c:2]1(-[n:14]2[n:13][cH:12][c:11]([CH3:10])[cH:15]2)[c:3]([CH:4]=[O:5])[cH:6][cH:7][cH:8][cH:9]1. Reactants: CC(N)C(C)N, CCO, c1ccc(N2CCOCC2)c(N=C2NCCN2)c1. Yields the product CC1NC(=Nc2ccccc2N2CCOCC2)NC1C. Reaction SMILES: [CH3:19][CH:20]([CH:21]([NH2:22])[CH3:23])[NH2:24].[CH3:25][CH2:26][OH:27].[NH:1]1[C:2](=[N:6][c:7]2[c:8]([N:13]3[CH2:14][CH2:15][O:16][CH2:17][CH2:18]3)[cH:9][cH:10][cH:11][cH:12]2)[NH:5][CH2:4][CH2:3]1>>[C:2]1(=[N:6][c:7]2[c:8]([N:13]3[CH2:14][CH2:15][O:16][CH2:17][CH2:18]3)[cH:9][cH:10][cH:11][cH:12]2)[NH:22][CH:21]([CH3:23])[CH:20]([CH3:19])[NH:24]1. The reactants are C(C1=CC=CC=C1)N1CCOCC(C1)C1=CC=C(C=C1)Br (4-benzyl-6-(4-bromo-phenyl)-[1,4]oxazepane), C([O-])([O-])=O.[Na+].[Na+] (sodium carbonate), CN1C(CCC1)=O (N-methylpyrrolidone), O (water). RXN SMILES: [CH2:1]([N:8]1[CH2:14][CH:13]([C:15]2[CH:20]=[CH:19][C:18](Br)=[CH:17][CH:16]=2)[CH2:12][O:11][CH2:10][CH2:9]1)[C:2]1[CH:7]=[CH:6][CH:5]=[CH:4][CH:3]=1.C(=O)([O-])[O-].[Na+].[Na+].O.[CH3:29][N:30]1CCCC1=O>[C-]#N.[C-]#N.[C-]#N.[C-]#N.[C-]#N.[C-]#N.O.O.O.[K+].[K+].[K+].[K+].[Fe+2].C([O-])(=O)C.[Pd+2].C([O-])(=O)C.C1(P([C-]2C=CC=C2)C2C=CC=CC=2)C=CC=CC=1.[CH-]1C=CC=C1.[Fe+2]>[CH2:1]([N:8]1[CH2:14][CH:13]([C:15]2[CH:20]=[CH:19][C:18]([C:29]#[N:30])=[CH:17][CH:16]=2)[CH2:12][O:11][CH2:10][CH2:9]1)[C:2]1[CH:7]=[CH:6][CH:5]=[CH:4][CH:3]=1 |f:1.2.3,6.7.8.9.10.11.12.13.14.15.16.17.18.19,20.21.22,23.24.25|. Reaction conditions: temperature 120 celsius, time 10 hour. Isolated yield 79.0%. Procedure: A mixture of 4-benzyl-6-(4-bromo-phenyl)-[1,4]oxazepane (2.4 g, 6.9 mmol), potassium hexacyanoferrate(II) trihydrate (1.48 g, 3.5 mmol), palladium(II) acetate (1.6 mg, 0.007 mmol), diphenylphosphinoferrocene (7.8 mg, 0.014 mmol) and sodium carbonate (0.74 g, 7.0 mmol) in N-methylpyrrolidone (NMP) (7 mL) was prepared in a round bottom flask at room temperature under nitrogen atmosphere and the mixture was heated to 120° C. After stirring for 10 hours, the reaction mixture was cooled to room tempe... Reagents/catalysts: [C-]#N.[C-]#N.[C-]#N.[C-]#N.[C-]#N.[C-]#N.O.O.O.[K+].[K+].[K+].[K+].[Fe+2] (potassium hexacyanoferrate(II) trihydrate), C(C)(=O)[O-].[Pd+2].C(C)(=O)[O-] (palladium(II) acetate), C1(=CC=CC=C1)P(C1=CC=CC=C1)[C-]1C=CC=C1.[CH-]1C=CC=C1.[Fe+2] (diphenylphosphinoferrocene). The product is C(C1=CC=CC=C1)N1CCOCC(C1)C1=CC=C(C#N)C=C1 (4-(4-benzyl-[1,4]oxazepan-6-yl)-benzonitrile). Starting materials: FC=1C(=C2C=3N(C(CO2)C)C=C(C(C3C1)=O)C(=O)O)F (9,10-difluoro-2,3-dihydro-3-methyl-7-oxo-7H-pyrido[1,2,3-de]-1,4-benzoxazine-6-carboxylic acid), N1CCSCC1 (thiomorpholine). The solvent is N1=CC=CC=C1 (pyridine). Product: FC=1C(=C2C=3N(C(CO2)C)C=C(C(C3C1)=O)C(=O)O)N1CCSCC1 (9-Fluoro-2,3-dihydro-3-methyl-7-oxo-10-(4-thiomorpholinyl)-7H-pyrido[1,2,3-de]-1,4-benzoxazine-6-carboxylic acid). Isolated yield 22.9%. Reaction SMILES: [F:1][C:2]1[C:3](F)=[C:4]2[O:9][CH2:8][CH:7]([CH3:10])[N:6]3[CH:11]=[C:12]([C:17]([OH:19])=[O:18])[C:13](=[O:16])[C:14]([CH:15]=1)=[C:5]23.[NH:21]1[CH2:26][CH2:25][S:24][CH2:23][CH2:22]1>N1C=CC=CC=1>[F:1][C:2]1[C:3]([N:21]2[CH2:26][CH2:25][S:24][CH2:23][CH2:22]2)=[C:4]2[O:9][CH2:8][CH:7]([CH3:10])[N:6]3[CH:11]=[C:12]([C:17]([OH:19])=[O:18])[C:13](=[O:16])[C:14]([CH:15]=1)=[C:5]23. Procedure details: A mixture of 0.18 g (0.6 mmol) of 9,10-difluoro-2,3-dihydro-3-methyl-7-oxo-7H-pyrido[1,2,3-de]-1,4-benzoxazine-6-carboxylic acid, 0.3 ml (3.0 mmol) of thiomorpholine and 20 ml of pyridine was heated under reflux for 21 hours. The solution was evaporated to dryness, the residue was triturated with hot methanol, and filtered to give 0.05 g of the title compound, mp>300°. The reactants are ClC1=C(C#N)C=CC(=C1C)C=1[C@H]([C@H]2N(N1)CC[C@H]2O)OC2OCCCC2 (2-chloro-4-((3S,3aS,4R)-4-hydroxy-3-(tetrahydro-2H-pyran-2-yloxy)-3a,4,5,6-tetrahydro-3H-pyrrolo[1,2-b]pyrazol-2-yl)-3-methylbenzonitrile), C1(=CC=C(C=C1)S(=O)(=O)O)C (p-toluenesulfonic acid). Solvent: CO (methanol). Reaction conditions: time 8 hour. The product is ClC1=C(C#N)C=CC(=C1C)C=1[C@H]([C@H]2N(N1)CC[C@H]2O)O (2-chloro-4-((3S,3aS,4R)-3,4-dihydroxy-3a,4,5,6-tetrahydro-3H-pyrrolo[1,2-b]pyrazol-2-yl)-3-methylbenzonitrile). As a reaction SMILES: [Cl:1][C:2]1[C:9]([CH3:10])=[C:8]([C:11]2[C@@H:12]([O:20]C3CCCCO3)[C@@H:13]3[C@H:18]([OH:19])[CH2:17][CH2:16][N:14]3[N:15]=2)[CH:7]=[CH:6][C:3]=1[C:4]#[N:5].C1(C)C=CC(S(O)(=O)=O)=CC=1>CO>[Cl:1][C:2]1[C:9]([CH3:10])=[C:8]([C:11]2[C@@H:12]([OH:20])[C@@H:13]3[C@H:18]([OH:19])[CH2:17][CH2:16][N:14]3[N:15]=2)[CH:7]=[CH:6][C:3]=1[C:4]#[N:5]. Reported procedure: To a stirred solution of 2-chloro-4-((3S,3aS,4R)-4-hydroxy-3-(tetrahydro-2H-pyran-2-yloxy)-3a,4,5,6-tetrahydro-3H-pyrrolo[1,2-b]pyrazol-2-yl)-3-methylbenzonitrile (30 mg, 0.088 mmol) in methanol (1 mL) was added p-toluenesulfonic acid (20 mg, 0.1058 mmol) and the reaction mixture was stirred at room temperature for overnight. Methanol was evaporated from reaction mixture and extracted with EtOAc. Organic layer was washed with water, brine, dried over Na2SO4 and concentrated. Purification by colu... Reactants: C1COCCO1, Cl, CC(NC(=O)OC(C)(C)C)c1nc2cc(F)c(F)cc2n1-c1cncc(F)c1. Yields the product CC(N)c1nc2cc(F)c(F)cc2n1-c1cncc(F)c1. As a reaction SMILES: [CH2:29]1[O:30][CH2:31][CH2:32][O:33][CH2:34]1.[ClH:35].[F:1][c:2]1[cH:3][c:4]2[c:5]([n:6](-[c:19]3[cH:20][n:21][cH:22][c:23]([F:25])[cH:24]3)[c:7]([CH:9]([CH3:10])[NH:11][C:12](=[O:13])[O:14][C:15]([CH3:16])([CH3:17])[CH3:18])[n:8]2)[cH:26][c:27]1[F:28]>>[F:1][c:2]1[cH:3][c:4]2[c:5]([n:6](-[c:19]3[cH:20][n:21][cH:22][c:23]([F:25])[cH:24]3)[c:7]([CH:9]([CH3:10])[NH2:11])[n:8]2)[cH:26][c:27]1[F:28]. Starting materials: C(C)(C)(C)OC(=O)\N=C(\N[C@@H]1[C@H]([C@@H](C=C(C1)C(=O)OCC)OC(CC)CC)NC(C(F)F)=O)/NC(=O)OC(C)(C)C ((3R,4R,5S)-ethyl 5-((Z)-2,3-bis(tert-butoxycarbonyl)guanidino)-4-(2,2-difluoroacetamido)-3-(pentan-3-yloxy)cyclohex-1-enecarboxylate), [OH-].[Li+] (lithium hydroxide), C(C)(=O)O (acetic acid), [OH-].[Li+] (lithium hydroxide). Run in O1CCOCC1 (dioxane). Run at time 45 minute. The product is C(C)(C)(C)OC(=O)\N=C(\N[C@@H]1[C@H]([C@@H](C=C(C1)C(=O)O)OC(CC)CC)NC(C(F)F)=O)/NC(=O)OC(C)(C)C ((3R,4R,5S)-5-((Z)-2,3-bis(tert-butoxycarbonyl)guanidino)-4-(2,2-difluoroacetamido)-3-(pentan-3-yloxy)cyclohex-1-enecarboxylic acid). The yield is 84.0%. Reaction SMILES: [C:1]([O:5][C:6](/[N:8]=[C:9](\[NH:34][C:35]([O:37][C:38]([CH3:41])([CH3:40])[CH3:39])=[O:36])/[NH:10][C@H:11]1[CH2:16][C:15]([C:17]([O:19]CC)=[O:18])=[CH:14][C@@H:13]([O:22][CH:23]([CH2:26][CH3:27])[CH2:24][CH3:25])[C@@H:12]1[NH:28][C:29](=[O:33])[CH:30]([F:32])[F:31])=[O:7])([CH3:4])([CH3:3])[CH3:2].[OH-].[Li+].C(O)(=O)C>O1CCOCC1>[C:1]([O:5][C:6](/[N:8]=[C:9](\[NH:34][C:35]([O:37][C:38]([CH3:40])([CH3:39])[CH3:41])=[O:36])/[NH:10][C@H:11]1[CH2:16][C:15]([C:17]([OH:19])=[O:18])=[CH:14][C@@H:13]([O:22][CH:23]([CH2:26][CH3:27])[CH2:24][CH3:25])[C@@H:12]1[NH:28][C:29](=[O:33])[CH:30]([F:32])[F:31])=[O:7])([CH3:2])([CH3:3])[CH3:4] |f:1.2|. Reported procedure: To a solution of (3R,4R,5S)-ethyl 5-((Z)-2,3-bis(tert-butoxycarbonyl)guanidino-4-(2,2-difluoroacetamido)-3-(pentan-3-yloxy)cyclohex-1-enecarboxylate 6b (250 mg) in dioxane (5 ml) 5% solution of lithium hydroxide (2.5 ml) was added and the reaction mixture was stirred at room temperature for 45 min. Then lithium hydroxide was passivated by adding acetic acid (300 mcl), the solvents were evaporated in vacuo. The solid was extracted with isopropyl alcohol, the extract was dried over Na2SO4 and evap...